Dataset: the Open Reaction Database (ORD), a public repository of structured organic reaction records. Task: describe an organic reaction: reactants, conditions, products, and yield Reactants: R-(−)-tetrahydronaphthylamine, C(CCl)Cl (EDC), C=1C=CC2=C(C1)N=NN2O (HOBt), CCN(C(C)C)C(C)C (DIPEA), C(C)(C)(C)OC(=O)NC(C(=O)N1CCC2N(CC(C21)C(=O)O)C(=O)C2CC2)C2CCCCC2 (4-(2-tert-Butoxycarbonylamino-2-cyclohexyl-acetyl)-1-cyclopropanecarbonyl-octahydro-pyrrolo[3,2-b]pyrrole-3-carboxylic acid). Solvent: C(Cl)Cl (DCM), C(Cl)Cl (DCM). Reaction conditions: time 18 hour. The product is C(C)(C)(C)OC(NC(C(=O)N1C2C(CC1)N(CC2C(NC2CCCC1=CC=CC=C21)=O)C(=O)C2CC2)C2CCCCC2)=O ({1-Cyclohexyl-2-[4-cyclopropanecarbonyl-6-(1,2,3,4-tetrahydro-naphthalen-1-ylcarbamoyl)-hexahydro-pyrrolo[3,2-b]pyrrol-1-yl]-2-oxo-ethyl}-carbamic acid tert-butyl ester). The yield is 60.0%. RXN SMILES: [C:1]([O:5][C:6]([NH:8][CH:9]([CH:28]1[CH2:33][CH2:32][CH2:31][CH2:30][CH2:29]1)[C:10]([N:12]1[CH:19]2[CH:15]([N:16]([C:23]([CH:25]3[CH2:27][CH2:26]3)=[O:24])[CH2:17][CH:18]2[C:20]([OH:22])=O)[CH2:14][CH2:13]1)=[O:11])=[O:7])([CH3:4])([CH3:3])[CH3:2].[CH2:34](Cl)[CH2:35]Cl.[CH:38]1[CH:39]=[CH:40][C:41]2N(O)N=[N:44][C:42]=2[CH:43]=1.[CH3:48][CH2:49]N(C(C)C)C(C)C>C(Cl)Cl>[C:1]([O:5][C:6](=[O:7])[NH:8][CH:9]([CH:28]1[CH2:29][CH2:30][CH2:31][CH2:32][CH2:33]1)[C:10]([N:12]1[CH2:13][CH2:14][CH:15]2[N:16]([C:23]([CH:25]3[CH2:27][CH2:26]3)=[O:24])[CH2:17][CH:18]([C:20](=[O:22])[NH:44][CH:42]3[C:41]4[C:40](=[CH:48][CH:49]=[CH:34][CH:35]=4)[CH2:39][CH2:38][CH2:43]3)[CH:19]12)=[O:11])([CH3:2])([CH3:4])[CH3:3]. Reported procedure: A solution of 45 (563 mg, 1.21 mmol) in DCM (15 mL) was cooled to 0° C. and treated with R-(−)-tetrahydronaphthylamine (0.17 mL, 1.21 mmol), EDC (279 mg, 1.46 mmol), HOBt (197 mg, 1.46 mmol) and DIPEA (0.66 mL, 3.76 mmol), respectively. After 18 h, the solution was diluted with DCM, washed successively with 1M HCl, saturated aqueous NaHCO3, and brine, dried over anhydrous Na2SO4, filtered and concentrated. Purification by reverse phase HPLC (2″ Dynamax® C18, 20-100% ACN in H2O with 0.1% HOAc ove... Starting materials: Cc1cc(C)c(CNC(=O)c2cc(Br)cc(N(C)C3CCCC3)c2C)c(=O)[nH]1, O=C([O-])[O-], C1COCCO1, ClCCl, [Na+], [Na+], OB(O)c1cnn(CCN2CCOCC2)c1. Product: Cc1cc(C)c(CNC(=O)c2cc(-c3cnn(CCN4CCOCC4)c3)cc(N(C)C3CCCC3)c2C)c(=O)[nH]1. Reaction SMILES: [Br:1][c:2]1[cH:3][c:4]([N:22]([CH3:23])[CH:24]2[CH2:25][CH2:26][CH2:27][CH2:28]2)[c:5]([CH3:21])[c:6]([C:7](=[O:8])[NH:9][CH2:10][c:11]2[c:12](=[O:19])[nH:13][c:14]([CH3:18])[cH:15][c:16]2[CH3:17])[cH:20]1.[C:45](=[O:46])([O-:47])[O-:48].[CH2:54]1[O:55][CH2:56][CH2:57][O:58][CH2:59]1.[Cl:51][CH2:52][Cl:53].[Na+:49].[Na+:50].[O:29]1[CH2:30][CH2:31][N:32]([CH2:35][CH2:36][n:37]2[n:38][cH:39][c:40]([B:42]([OH:43])[OH:44])[cH:41]2)[CH2:33][CH2:34]1>>[c:2]1(-[c:40]2[cH:39][n:38][n:37]([CH2:36][CH2:35][N:32]3[CH2:31][CH2:30][O:29][CH2:34][CH2:33]3)[cH:41]2)[cH:3][c:4]([N:22]([CH3:23])[CH:24]2[CH2:25][CH2:26][CH2:27][CH2:28]2)[c:5]([CH3:21])[c:6]([C:7](=[O:8])[NH:9][CH2:10][c:11]2[c:12](=[O:19])[nH:13][c:14]([CH3:18])[cH:15][c:16]2[CH3:17])[cH:20]1. Starting materials: [H-].[Na+] (sodium hydride), C(C)OC(C)O[C@@H]1OC=C([C@@H]2[C@H]1C(=CC2)CO)C(=O)OC (Methyl (1S, 4aS, 7aS)-1-[1-(ethoxy)ethoxy]-7-(hydroxymethyl)-1, 4a, 5, 7a-tetrahydrocyclopenta[c]-pyran-4-carboxylate), CI (methyl iodide). Solvent: CN(C=O)C (dimethylformamide). The product is C(C)OC(C)O[C@@H]1OC=C([C@@H]2[C@H]1C(=CC2)COC)C(=O)OC (methyl (1S, 4aS, 7aS)-1-[1-(ethoxy)ethoxy]-7-(methoxymethyl)-1, 4a, 5, 7a-tetrahydrocyclopenta[c]pyran-4-carboxylate). Yield: 81.7%. RXN SMILES: [CH2:1]([O:3][CH:4]([O:6][C@H:7]1[C@@H:12]2[C:13]([CH2:16][OH:17])=[CH:14][CH2:15][C@@H:11]2[C:10]([C:18]([O:20][CH3:21])=[O:19])=[CH:9][O:8]1)[CH3:5])[CH3:2].[H-].[Na+].[CH3:24]I>CN(C)C=O>[CH2:1]([O:3][CH:4]([O:6][C@H:7]1[C@@H:12]2[C:13]([CH2:16][O:17][CH3:24])=[CH:14][CH2:15][C@@H:11]2[C:10]([C:18]([O:20][CH3:21])=[O:19])=[CH:9][O:8]1)[CH3:5])[CH3:2] |f:1.2|. Procedure: Methyl (1S, 4aS, 7aS)-1-[1-(ethoxy)ethoxy]-7-(hydroxymethyl)-1, 4a, 5, 7a-tetrahydrocyclopenta[c]-pyran-4-carboxylate (2.0 g, 0.0067 mol) obtained in Example 16 was dissolved in 30 ml of dimethylformamide, and 540 mg (0.013 mol) of sodium hydride (in 60% oil) was added while the reaction mixture was being cooled by ice and stirred. After the reaction mixture was stirred at the same temperature for 30 minutes, 1.9 g (0.013 mol) of methyl iodide was added dropwise. After the temperature was raised... Reactants: C(C=C)(=O)OCCCC (Butyl acrylate), C=CC1=CC=CC=C1 (styrene), S(=O)(=O)([O-])OOS(=O)(=O)[O-].[K+].[K+] (potassium persulfate). Solvent: O (Water). Run at temperature 70 celsius, time 4 hour. Yields the product C(C=C)(=O)OCCCC.C=CC1=CC=CC=C1 (Butyl Acrylate Styrene). As a reaction SMILES: [C:1]([O:5][CH2:6][CH2:7][CH2:8][CH3:9])(=[O:4])[CH:2]=[CH2:3].[CH2:10]=[CH:11][C:12]1[CH:17]=[CH:16][CH:15]=[CH:14][CH:13]=1.S(OOS([O-])(=O)=O)([O-])(=O)=O.[K+].[K+]>O>[C:1]([O:5][CH2:6][CH2:7][CH2:8][CH3:9])(=[O:4])[CH:2]=[CH2:3].[CH2:10]=[CH:11][C:12]1[CH:17]=[CH:16][CH:15]=[CH:14][CH:13]=1 |f:2.3.4,6.7|. Procedure details: Water and octylphenylhydroxypolyoxyethylene were mixed in a glass reaction vessel fitted with a stirrer, and the mixture was heated to 70° C. Butyl acrylate, styrene and the crosslinking monomer were added, followed by potassium persulfate in aqueous solution. The resulting mixture was stirred at a rate of the order of 250 rpm, while the temperature was maintained at 70° C. The polymerization time was 4 hours. The resulting latex had a solid content of 22.8% by weight, and a mean particle diamet... The reactants are ClC1=CC=C(C(=N1)C)[N+](=O)[O-] (6-chloro-2-methyl-3-nitropyridine), FC1(CNCCC1)F (3,3-difluoropiperidine), Intermediate 51. Product: FC1(CN(CCC1)C1=CC=C(C(=N1)C)[N+](=O)[O-])F (6-(3,3-Difluoropiperidin-1-yl)-2-methyl-3-nitropyridine). Reaction SMILES: Cl[C:2]1[N:7]=[C:6]([CH3:8])[C:5]([N+:9]([O-:11])=[O:10])=[CH:4][CH:3]=1.[F:12][C:13]1([F:19])[CH2:18][CH2:17][CH2:16][NH:15][CH2:14]1>>[F:12][C:13]1([F:19])[CH2:18][CH2:17][CH2:16][N:15]([C:2]2[N:7]=[C:6]([CH3:8])[C:5]([N+:9]([O-:11])=[O:10])=[CH:4][CH:3]=2)[CH2:14]1. Procedure details: Prepared from 6-chloro-2-methyl-3-nitropyridine and 3,3-difluoropiperidine following the method used to prepare Intermediate 51. LCMS (ES+) 258.05 (M+H)+, RT 3.069 minutes (method 1). Starting materials: C(CCCCCCC\C=C/CCCCCCCC)(=O)OCC (ethyl oleate), 99, C(CCCCCCCCCCCCCCC)(=O)O (palmitic acid), deuterium. Product: C(CCCCCCCCCCCCCCCCC)(=O)OCC (ethyl stearate). Yield: 50.0%. Reaction SMILES: [C:1]([O:20][CH2:21][CH3:22])(=[O:19])[CH2:2][CH2:3][CH2:4][CH2:5][CH2:6][CH2:7][CH2:8]/[CH:9]=[CH:10]\[CH2:11][CH2:12][CH2:13][CH2:14][CH2:15][CH2:16][CH2:17][CH3:18].C(O)(=O)CCCCCCCCCCCCCCC>>[C:1]([O:20][CH2:21][CH3:22])(=[O:19])[CH2:2][CH2:3][CH2:4][CH2:5][CH2:6][CH2:7][CH2:8][CH2:9][CH2:10][CH2:11][CH2:12][CH2:13][CH2:14][CH2:15][CH2:16][CH2:17][CH3:18]. Procedure details: Using the procedure described in Example 1 and substituting therein 20 g. of ethyl oleate for the palmitic acid and employing 5 g. of catalyst and adjusting the deuterium flow rate to 150 ml./minute, there is obtained after 17 days of exchange a 50% yield of ethyl stearate of 99 atom % D. The reactants are solution, [OH-].[K+] (KOH), C(C)OC(=O)N1CC(CC1)(C1=CC=C(C=C1)C(F)(F)F)O (rac-3-Hydroxy-3-(4-trifluoromethyl-phenyl)-pyrrolidine-1-carboxylic acid ethyl ester). The solvent is C(CCC)O (butanol), O1CCOCC1 (dioxane). Product: FC(C1=CC=C(C=C1)C1(CNCC1)O)(F)F (rac-3-(4-Trifluoromethyl-phenyl)-pyrrolidin-3-ol). Isolated yield 57.0%. As a reaction SMILES: C(OC([N:6]1[CH2:10][CH2:9][C:8]([OH:21])([C:11]2[CH:16]=[CH:15][C:14]([C:17]([F:20])([F:19])[F:18])=[CH:13][CH:12]=2)[CH2:7]1)=O)C.[OH-].[K+]>O1CCOCC1.C(O)CCC>[F:20][C:17]([F:18])([F:19])[C:14]1[CH:13]=[CH:12][C:11]([C:8]2([OH:21])[CH2:9][CH2:10][NH:6][CH2:7]2)=[CH:16][CH:15]=1 |f:1.2|. Procedure: To a solution of 1.98 mmol rac-3-Hydroxy-3-(4-trifluoromethyl-phenyl)-pyrrolidine-1-carboxylic acid ethyl ester in 15 ml dioxane., was added 8 ml of a 2.5N solution of KOH in butanol. The solution was stirred under reflux for 2 hours. The solvent was removed in vacuo and the residue was taken in water. The aqueous phase was extracted 3 times with dichloromethane. The combined organic phases were dried over Na2SO4, evaporated and dried. The compound was suspended in hexane/ether (˜2:1), filtered ... The reactants are CCOC(=O)c1csc2c1CCCC2=O, CO, Cl, [Na+], C1CCOC1, [OH-], O. The product is O=C(O)c1csc2c1CCCC2=O. As a reaction SMILES: [CH2:1]([CH3:2])[O:3][C:4](=[O:5])[c:6]1[c:7]2[c:8]([s:9][cH:10]1)[C:11](=[O:15])[CH2:12][CH2:13][CH2:14]2.[CH3:20][OH:21].[ClH:19].[Na+:17].[O:22]1[CH2:23][CH2:24][CH2:25][CH2:26]1.[OH-:16].[OH2:18]>>[O:3]=[C:4]([OH:5])[c:6]1[c:7]2[c:8]([s:9][cH:10]1)[C:11](=[O:15])[CH2:12][CH2:13][CH2:14]2.